Dataset: the Open Reaction Database (ORD), a public repository of structured organic reaction records. Task: describe an organic reaction: reactants, conditions, products, and yield Starting materials: C(C)OC(=O)C=1C=NC2=C(C=CC=C2C1Cl)OC (4-Chloro-8-methoxy-quinoline-3-carboxylic acid ethyl ester), C1(CCC1)N (cyclobutylamine). Product: C(C)OC(=O)C=1C=NC2=C(C=CC=C2C1NC1CCC1)OC (4-cyclobutylamino-8-methoxy-quinoline-3-carboxylic acid ethyl ester). RXN SMILES: [CH2:1]([O:3][C:4]([C:6]1[CH:7]=[N:8][C:9]2[C:14]([C:15]=1Cl)=[CH:13][CH:12]=[CH:11][C:10]=2[O:17][CH3:18])=[O:5])[CH3:2].[CH:19]1([NH2:23])[CH2:22][CH2:21][CH2:20]1>>[CH2:1]([O:3][C:4]([C:6]1[CH:7]=[N:8][C:9]2[C:14]([C:15]=1[NH:23][CH:19]1[CH2:22][CH2:21][CH2:20]1)=[CH:13][CH:12]=[CH:11][C:10]=2[O:17][CH3:18])=[O:5])[CH3:2]. Procedure: 4-Chloro-8-methoxy-quinoline-3-carboxylic acid ethyl ester (300 mg, 1.13 mmol) was treated with cyclobutylamine following general procedure B to afford 4-cyclobutylamino-8-methoxy-quinoline-3-carboxylic acid ethyl ester (240 mg). Thus obtained amino-ester was hydrolyzed to the corresponding acid using general procedure D and then transformed into the corresponding ethylamide (170 mg) following general procedure E. Starting materials: CI (methyl iodide), [Li]CCCC (n-BuLi), C(C)(C)NC(C)C (diisopropyl amine), ClC=1C=C(C=CC1)C1=NC(=NO1)C(C)N(C1=NN=C(N1C)C1=CC=NC=C1)C (N-{1-[5-(3-chlorophenyl)-1,2,4-oxadiazol-3-yl]ethyl}-N,4-dimethyl-5-pyridin-4-yl-4H-1,2,4-triazol-3-amine). Reagents/catalysts: O (water). Reaction conditions: temperature 0 celsius, time 20 minute. The product is ClC=1C=C(C=CC1)C1=NC(=NO1)C(C)(C)N(C1=NN=C(N1C)C1=CC=NC=C1)C (N-{1-[5-(3-chlorophenyl)-1,2,4-oxadiazol-3-yl]-1-methylethyl}-N,4-dimethyl-5-pyridin-4-yl-4H-1,2,4-triazol-3-amine). RXN SMILES: [Li][CH2:2]CCC.C(NC(C)C)(C)C.[Cl:13][C:14]1[CH:15]=[C:16]([C:20]2[O:24][N:23]=[C:22]([CH:25]([N:27]([CH3:40])[C:28]3[N:32]([CH3:33])[C:31]([C:34]4[CH:39]=[CH:38][N:37]=[CH:36][CH:35]=4)=[N:30][N:29]=3)[CH3:26])[N:21]=2)[CH:17]=[CH:18][CH:19]=1.CI>O>[Cl:13][C:14]1[CH:15]=[C:16]([C:20]2[O:24][N:23]=[C:22]([C:25]([N:27]([CH3:40])[C:28]3[N:32]([CH3:33])[C:31]([C:34]4[CH:35]=[CH:36][N:37]=[CH:38][CH:39]=4)=[N:30][N:29]=3)([CH3:2])[CH3:26])[N:21]=2)[CH:17]=[CH:18][CH:19]=1. Reported procedure: n-BuLi (132 ml 2.5 M in hex., 0.33 mmol) was added to diisopropyl amine (55 ml, 0.39 mmol). After stirring for 20 minutes at 0° C. the mixture was cooled to −78° C. and N-{1-[5-(3-chlorophenyl)-1,2,4-oxadiazol-3-yl]ethyl}-N,4-dimethyl-5-pyridin-4-yl-4H-1,2,4-triazol-3-amine (110 mg, 0.28 mmol) was added. After 15 min. methyl iodide (20 μl, 0.33 mmol) was added and the temperature was raised to r.t. After stirring for 2 h five drops of water were added. After solvent removal in vacuo, the crude w... Reactants: ClC1=NC(=NC(=N1)Cl)NC1=CC(=NN1)C1CC1 (4,6-Dichloro-N-(3-cyclopropyl-1H-pyrazol-5-yl)-1,3,5-triazin-2-amine), O[C@H]1C[C@H](NC1)C(=O)NC1=NC=CN=C1 ((2S,4S)-4-Hydroxy-N-(pyrazin-2-yl)pyrrolidine-2-carboxamide), ClC1=NC(=NC(=N1)NC1=CC(=NN1)C1CC1)N1[C@@](CCC1)(C(=O)NC=1C=NC(=CC1)F)C ((S)-1-(4-Chloro-6-(3-cyclopropyl-1H-pyrazol-5-ylamino)-1,3,5-triazin-2-yl)-N-(6-fluoropyridin-3-yl)-2-methylpyrrolidine-2-carboxamide). Yields the product ClC1=NC(=NC(=N1)NC1=CC(=NN1)C1CC1)N1[C@@H](C[C@@H](C1)O)C(=O)NC1=NC=CN=C1 ((2S,4S)-1-(4-Chloro-6-(3-cyclopropyl-1H-pyrazol-5-ylamino)-1,3,5-triazin-2-yl)-4-hydroxy-N-(pyrazin-2-yl)pyrrolidine-2-carboxamide). RXN SMILES: Cl[C:2]1[N:7]=[C:6]([Cl:8])[N:5]=[C:4]([NH:9][C:10]2[NH:14][N:13]=[C:12]([CH:15]3[CH2:17][CH2:16]3)[CH:11]=2)[N:3]=1.[OH:18][C@@H:19]1[CH2:23][NH:22][C@H:21]([C:24]([NH:26][C:27]2[CH:32]=[N:31][CH:30]=[CH:29][N:28]=2)=[O:25])[CH2:20]1.ClC1N=C(NC2NN=C(C3CC3)C=2)N=C(N2CCC[C@@]2(C)C(NC2C=NC(F)=CC=2)=O)N=1>>[Cl:8][C:6]1[N:5]=[C:4]([NH:9][C:10]2[NH:14][N:13]=[C:12]([CH:15]3[CH2:17][CH2:16]3)[CH:11]=2)[N:3]=[C:2]([N:22]2[CH2:23][C@@H:19]([OH:18])[CH2:20][C@H:21]2[C:24]([NH:26][C:27]2[CH:32]=[N:31][CH:30]=[CH:29][N:28]=2)=[O:25])[N:7]=1. Procedure: Compound 85B was prepared from 1A and 85A as described for 1C. LC/MS [M+H]+: 443/445; Ret time (Method F): 2.18 min. The reactants are C(#N)C1=CC2=C(N=CNC2=O)C=N1 (6-Cyano-pyrido[3,4-d]pyrimidin-4-one), C(CCC)[Sn](CCCC)(CCCC)N=[N+]=[N-] (tributyl tin azide). Run in COCCOCCOC (diglyme). The product is N1N=NN=C1C1=CC2=C(N=CNC2=O)C=N1 (6-(1,2,3,4-Tetrazol-5-yl)-pyrido[3,4-d]pyrimidin-4-one). Yield: 440.9%. Reaction SMILES: [C:1]([C:3]1[N:13]=[CH:12][C:6]2[N:7]=[CH:8][NH:9][C:10](=[O:11])[C:5]=2[CH:4]=1)#[N:2].C([Sn]([N:27]=[N+:28]=[N-:29])(CCCC)CCCC)CCC>COCCOCCOC>[NH:27]1[C:1]([C:3]2[N:13]=[CH:12][C:6]3[N:7]=[CH:8][NH:9][C:10](=[O:11])[C:5]=3[CH:4]=2)=[N:2][N:29]=[N:28]1. Procedure details: 6-Cyano-pyrido[3,4-d]pyrimidin-4-one (0.3 g) in diglyme (2 ml) was treated with tributyl tin azide (0.49 g) at reflux under N2 for 15 hours. The cooled mixture was partitioned between ethyl acetate and water and the aqueous phase extracted further with ethyl acetate. The aqueous phase was concentrated in vacuo, the residue taken up in methanol and inorganics removed by filtration. Subsequent concentration gave the title compound (1.4 g) as a beige solid; δH [2H6]DMSO 8.96 (1H,s), 8.50 (1H,s), 8.... Yield: 78.0%. Solvent: COCCOC (DME). The reactants are BrC1=C(C=CC=C1)CCC(=O)N(NC(C1=CC=CC=C1)=O)C(C)C (benzoic acid N′-[3-(2-bromo-phenyl)-propionyl]-N′-isopropyl-hydrazide), C(=O)([O-])[O-].[Na+].[Na+] (Na2CO3), FC1=CC=C(C=C1)B(O)O (4-fluoro-phenylboronic acid), Pd[PPh3]4. As a reaction SMILES: Br[C:2]1[CH:7]=[CH:6][CH:5]=[CH:4][C:3]=1[CH2:8][CH2:9][C:10]([N:12]([CH:22]([CH3:24])[CH3:23])[NH:13][C:14](=[O:21])[C:15]1[CH:20]=[CH:19][CH:18]=[CH:17][CH:16]=1)=[O:11].C([O-])([O-])=O.[Na+].[Na+].[F:31][C:32]1[CH:37]=[CH:36][C:35](B(O)O)=[CH:34][CH:33]=1>COCCOC>[F:31][C:32]1[CH:37]=[CH:36][C:35]([C:2]2[CH:7]=[CH:6][CH:5]=[CH:4][C:3]=2[CH2:8][CH2:9][C:10]([N:12]([CH:22]([CH3:24])[CH3:23])[NH:13][C:14](=[O:21])[C:15]2[CH:20]=[CH:19][CH:18]=[CH:17][CH:16]=2)=[O:11])=[CH:34][CH:33]=1 |f:1.2.3|. Product: FC1=CC=C(C=C1)C1=C(C=CC=C1)CCC(=O)N(NC(C1=CC=CC=C1)=O)C(C)C (Benzoic acid N′-[3-(4′-fluoro-biphenyl-2-yl)-propionyl]-N′-isopropyl--hydrazide). Reported procedure: A solution of benzoic acid N′-[3-(2-bromo-phenyl)-propionyl]-N′-isopropyl-hydrazide (50 mg, 0.13 mmol) in DME (4 ml)/2M Na2CO3 (225 μL, 0.45 mmol) was treated with 4-fluoro-phenylboronic acid (29 mg, 0.19 mmol) and Pd[PPh3]4 (15 mg, 0.013 mmol) for 18 hours at 90° C. The reaction mixture was partitioned between water and dichloromethane. The organic layer was washed with brine, dried over sodium sulfate, filtered, and concentrated. The crude was absorbed on silica and purified on a silica gel co... Starting materials: O=Cc1c(O)cccc1Cl, [H-], NC(=O)CI, [Na+], CN(C)C=O. The product is NC(=O)COc1cccc(Cl)c1C=O. As a reaction SMILES: [Cl:1][c:2]1[cH:3][cH:4][cH:5][c:6]([OH:10])[c:7]1[CH:8]=[O:9].[H-:12].[I:13][CH2:14][C:15](=[O:16])[NH2:17].[Na+:11].[O:18]=[CH:19][N:20]([CH3:21])[CH3:22]>>[Cl:1][c:2]1[cH:3][cH:4][cH:5][c:6]([O:10][CH2:14][C:15](=[O:16])[NH2:17])[c:7]1[CH:8]=[O:9]. Reactants: FC1=CC=C(C=C1)C=1CCN(CC1)C (4-(4-Fluorophenyl)-1-methyl-1,2,3,6-tetrahydropyridine), N (ammonia), Cl (hydrochloric acid), C=O (formaldehyde). Solvent: S(O)(O)(=O)=O (sulphuric acid), O (water). The product is FC1=CC=C(C=C1)C=1C(CN(CC1)C)CO (4-(4-fluorophenyl)-3-hydroxymethyl-1-methyl-1,2,3,6-tetrahydropyridine). RXN SMILES: [F:1][C:2]1[CH:7]=[CH:6][C:5]([C:8]2[CH2:9][CH2:10][N:11]([CH3:14])[CH2:12][CH:13]=2)=[CH:4][CH:3]=1.Cl.[CH2:16]=[O:17].N>S(=O)(=O)(O)O.O>[F:1][C:2]1[CH:7]=[CH:6][C:5]([C:8]2[CH:13]([CH2:16][OH:17])[CH2:12][N:11]([CH3:14])[CH2:10][CH:9]=2)=[CH:4][CH:3]=1. Procedure: 4-(4-Fluorophenyl)-1-methyl-1,2,3,6-tetrahydropyridine (50 g) was dissolved in a mixture of 21.6 ml of concentrated sulphuric acid and 50 ml of water. To the solution were added 25 ml of concentrated hydrochloric acid and 22.4 ml of 37% formaldehyde solution. The mixture was refluxed for 5 hours, cooled, and 125 ml of concentrated ammonia were added. The mixture was extracted with 50 ml of toluene. Drying of the toluene solution and distillation gave 38 g of 4-(4-fluorophenyl)-3-hydroxymethyl-1-... Starting materials: CN1CC2=CC(=CC=C2C(C1)(C)C)N (2,4,4-trimethyl-1,2,3,4-tetrahydroisoquinolin-7-amine), ClC1=NC=C2C(=N1)N(C(N(C2=N)C2=C(C=CC=C2Cl)Cl)=O)C (7-chloro-3-(2,6-dichlorophenyl)-4-imino-1-methyl-3,4-dihydropyrimido[4,5-d]pyrimidin-2(1H)-one), ClC1=NC=C2C(=N1)NC(N(C2=N)C2=C(C=CC=C2Cl)Cl)=O (7-chloro-3-(2,6-dichlorophenyl)-4-imino-3,4-dihydropyrimido[4,5-d]pyrimidin-2(1H)-one). Product: ClC1=C(C(=CC=C1)Cl)N1C(N(C2=NC(=NC=C2C1=N)NC=1C=C2CCNC3(C2=CC1)CCC3)C)=O (3-(2,6-dichlorophenyl)-7-(3′,4′-dihydro-2′H-spiro[cyclobutane-1,1′-isoquinolin]-6′-ylamino)-4-imino-1-methyl-3,4-dihydropyrimido[4,5-d]pyrimidin-2(1H)-one). RXN SMILES: C[N:2]1[CH2:11][C:10](C)(C)[C:9]2[C:4](=CC(N)=C[CH:8]=2)[CH2:3]1.Cl[C:16]1[N:21]=[C:20]2[N:22]([CH3:36])[C:23](=[O:35])[N:24]([C:27]3[C:32]([Cl:33])=[CH:31][CH:30]=[CH:29][C:28]=3[Cl:34])[C:25](=[NH:26])[C:19]2=[CH:18][N:17]=1.ClC1N=C2NC(=O)[N:46]([C:49]3[C:54](Cl)=[CH:53][CH:52]=[CH:51][C:50]=3Cl)C(=N)C2=CN=1>>[Cl:34][C:28]1[CH:29]=[CH:30][CH:31]=[C:32]([Cl:33])[C:27]=1[N:24]1[C:25](=[NH:26])[C:19]2[C:20](=[N:21][C:16]([NH:46][C:49]3[CH:50]=[C:51]4[C:52](=[CH:53][CH:54]=3)[C:3]3([CH2:4][CH2:9][CH2:8]3)[NH:2][CH2:11][CH2:10]4)=[N:17][CH:18]=2)[N:22]([CH3:36])[C:23]1=[O:35]. Reported procedure: 70 mg of the entitled compound was obtained as a white solid according to the same method as in Example 2, for which, however, 3′,4′-dihydro-2′H-spiro[cyclobutane-1,1′-isoquinolin]-6′-amine obtained in Production Example 30 was used in place of 2,4,4-trimethyl-1,2,3,4-tetrahydroisoquinolin-7-amine in Example 2, and 7-chloro-3-(2,6-dichlorophenyl)-4-imino-1-methyl-3,4-dihydropyrimido[4,5-d]pyrimidin-2(1H)-one obtained in Production Example 7 was used in place of 7-chloro-3-(2,6-dichlorophenyl)-4-...